describe an organic reaction: reactants, conditions, products, and yield From a dataset of the Open Reaction Database (ORD), a public repository of structured organic reaction records. Starting materials: CCOCC (ether), ClC1=C(OC=2C=C(C=CC2)CC(=O)O)C=CC(=C1)C(F)(F)F (3-(2'-chloro-4'-trifluoromethylphenoxy)phenylacetic acid), COCCO (2-methoxyethanol), C1(=CC=C(C=C1)S(=O)(=O)O)C (p-toluene sulfonic acid). Run in C1=CC=CC=C1 (benzene). Product: ClC1=C(OC=2C=C(C=CC2)CC(=O)OCCOC)C=CC(=C1)C(F)(F)F (2-methoxyethyl 3-(2'-chloro-4'-trifluoromethylphenoxy)phenylacetate). The yield is 100.5%. As a reaction SMILES: [Cl:1][C:2]1[CH:18]=[C:17]([C:19]([F:22])([F:21])[F:20])[CH:16]=[CH:15][C:3]=1[O:4][C:5]1[CH:6]=[C:7]([CH2:11][C:12]([OH:14])=[O:13])[CH:8]=[CH:9][CH:10]=1.[CH3:23][O:24][CH2:25][CH2:26]O.C1(C)C=CC(S(O)(=O)=O)=CC=1.CCOCC>C1C=CC=CC=1>[Cl:1][C:2]1[CH:18]=[C:17]([C:19]([F:21])([F:20])[F:22])[CH:16]=[CH:15][C:3]=1[O:4][C:5]1[CH:6]=[C:7]([CH2:11][C:12]([O:14][CH2:26][CH2:25][O:24][CH3:23])=[O:13])[CH:8]=[CH:9][CH:10]=1. Procedure: 3.3 g of 3-(2'-chloro-4'-trifluoromethylphenoxy)phenylacetic acid and 1.5 g of 2-methoxyethanol were dissolved in 50 ml of benzene, followed by addition of 0.5 g of p-toluene sulfonic acid. Then, the mixture was heated under reflux for 3 hours. After completion of the reaction, to the reaction mixture was added 50 ml of ether. The resulting mixture was washed with water by the customary method and dried over anhydrous sodium sulfate, followed by evaporation-removal of the solvent under reduced p... The reactants are C(=O)(O)C=1C=C2C=3CC(CCC3NC2=CC1)N1C(C=2C(C1=O)=CC=CC2)=O (6-carboxy-3-phthalimido-1,2,3,4-tetrahydrocarbazole), [N+](=O)([O-])C1=CC=C(C=C1)C=CCN (3-(4-nitrophenyl)prop-2-enyl amine). Yields the product C1(=CC=CC=C1)CCCN (3-phenylpropylamine). Reaction SMILES: C([C:4]1[CH:5]=[C:6]2[C:14](=[CH:15][CH:16]=1)NC1CC[CH:9]([N:17]3C(=O)C4=CC=CC=C4C3=O)[CH2:8][C:7]2=1)(O)=O.[N+](C1C=CC(C=CCN)=CC=1)([O-])=O>>[C:6]1([CH2:7][CH2:8][CH2:9][NH2:17])[CH:14]=[CH:15][CH:16]=[CH:4][CH:5]=1. Procedure details: Using 6-carboxy-3-phthalimido-1,2,3,4-tetrahydrocarbazole (0.60 g) and 3-(4-nitrophenyl)prop-2-enyl amine (0.32 g) (N. J. Malek and A. E. Moorman J. Org. Chem. 1982, 47, 5395) instead of 3-phenylpropylamine in the method of Example 1(b) gave, after recrystallisation from methanol/diethyl ether, the title compound (0.045 g) m.p. 139°-141° C. M/Z: C22H22N4O3 =391 (M+1)+. Reactants: OC1=CC=C(C=C1)C1=CC=CC=C1 (4-hydroxybiphenyl), FC(C(=C(F)F)F)(F)F (hexafluoropropene). Yields the product FC(C(OC1=CC=C(C=C1)C1=CC=CC=C1)(F)F)C(F)(F)F (4-hexafluoropropoxy-biphenyl). As a reaction SMILES: [OH:1][C:2]1[CH:7]=[CH:6][C:5]([C:8]2[CH:13]=[CH:12][CH:11]=[CH:10][CH:9]=2)=[CH:4][CH:3]=1.[F:14][C:15]([F:22])([F:21])[C:16]([F:20])=[C:17]([F:19])[F:18]>>[F:20][CH:16]([C:15]([F:22])([F:21])[F:14])[C:17]([F:19])([F:18])[O:1][C:2]1[CH:3]=[CH:4][C:5]([C:8]2[CH:13]=[CH:12][CH:11]=[CH:10][CH:9]=2)=[CH:6][CH:7]=1. Procedure details: Analogously, 250 g of 4-hydroxybiphenyl are reacted with hexafluoropropene to give 4-hexafluoropropoxy-biphenyl. The reactants are C1(=CC=CC=C1)B(O)O (phenyl boronic acid), C1=CC=C(C=C1)P(C2=CC=CC=C2)C3=CC=CC=C3 (PPh3), BrC=1C=C(OC1)C=O (4-bromo-2-formylfuran), C(=O)([O-])[O-].[K+].[K+] (K2CO3). Reagents/catalysts: C=1C=CC(=CC1)/C=C/C(=O)/C=C/C2=CC=CC=C2.C=1C=CC(=CC1)/C=C/C(=O)/C=C/C2=CC=CC=C2.C=1C=CC(=CC1)/C=C/C(=O)/C=C/C2=CC=CC=C2.[Pd].[Pd] (Pd2(dba)3). The solvent is COCCOC (1,2-dimethoxyethane). Run at time 10 minute. Yields the product C(=O)C=1OC=C(C1)C1=CC=CC=C1 (2-Formyl-4-phenyl-furan). The yield is 41.3%. As a reaction SMILES: Br[C:2]1[CH:3]=[C:4]([CH:7]=[O:8])[O:5][CH:6]=1.[C:9]1(B(O)O)[CH:14]=[CH:13][CH:12]=[CH:11][CH:10]=1.C([O-])([O-])=O.[K+].[K+].C1C=CC(P(C2C=CC=CC=2)C2C=CC=CC=2)=CC=1>COCCOC.C1C=CC(/C=C/C(/C=C/C2C=CC=CC=2)=O)=CC=1.C1C=CC(/C=C/C(/C=C/C2C=CC=CC=2)=O)=CC=1.C1C=CC(/C=C/C(/C=C/C2C=CC=CC=2)=O)=CC=1.[Pd].[Pd]>[CH:7]([C:4]1[O:5][CH:6]=[C:2]([C:9]2[CH:14]=[CH:13][CH:12]=[CH:11][CH:10]=2)[CH:3]=1)=[O:8] |f:2.3.4,7.8.9.10.11|. Procedure: Prepare a solution of 4-bromo-2-formylfuran (3.7 g, 21.1 mmol) in 1,2-dimethoxyethane (148 mL). Add phenyl boronic acid (5.16 g, 42.3 mmol), K2CO3 (31.6 mL, 63.4 mmol), Pd2(dba)3 (660 mg, 0.63 mmol), and PPh3 (670 mg, 2.5 mmol). Stir the reaction mixture under nitrogen for 10 minutes at room temperature. After 10 minutes, heat the mixture to 80° C. for 3 days. Wash the reaction mixture with brine (30 mL), dry (Na2SO4), filter, and concentrate. Perform flash chromatography on silica gel eluting w... The reactants are COC(=O)c1c(Cl)cc(Cl)cc1CBr, CCOC(C)=O, Cc1ccccc1, CCCCCC, CC(N)c1ccc(Cl)cc1, [K+], [K+], O=C([O-])[O-]. Product: CC(c1ccc(Cl)cc1)N1Cc2cc(Cl)cc(Cl)c2C1=O. Reaction SMILES: [CH3:1][O:2][C:3]([c:4]1[c:5]([CH2:12][Br:13])[cH:6][c:7]([Cl:11])[cH:8][c:9]1[Cl:10])=[O:14].[CH3:31][CH2:32][O:33][C:34](=[O:35])[CH3:36].[CH3:37][c:38]1[cH:39][cH:40][cH:41][cH:42][cH:43]1.[CH3:44][CH2:45][CH2:46][CH2:47][CH2:48][CH3:49].[Cl:15][c:16]1[cH:17][cH:18][c:19]([CH:22]([CH3:23])[NH2:24])[cH:20][cH:21]1.[K+:25].[K+:26].[O-:27][C:28]([O-:29])=[O:30]>>[C:3]1(=[O:14])[c:4]2[c:5]([cH:6][c:7]([Cl:11])[cH:8][c:9]2[Cl:10])[CH2:12][N:24]1[CH:22]([c:19]1[cH:18][cH:17][c:16]([Cl:15])[cH:21][cH:20]1)[CH3:23]. Reactants: C1(=CC=C(C=C1)S(=O)(=O)O)C (p-toluenesulfonic acid), O[C@@](C(=O)OCC)(CO)C (ethyl (R)-2,3-dihydroxy-2-methylpropionate). Conditions: time 8 hour. The product is CC1(OC[C@@](O1)(C(=O)OCC)C)C (ethyl (R)-2,2,4-trimethyl-1,3-dioxolan-4-carboxylate). Isolated yield 2049.4%. Reaction SMILES: [C:1]1(C)[CH:6]=CC(S(O)(=O)=O)=C[CH:2]=1.[OH:12][C@:13]([CH3:21])([CH2:19][OH:20])[C:14]([O:16][CH2:17][CH3:18])=[O:15]>>[CH3:2][C:1]1([CH3:6])[O:12][C@@:13]([CH3:21])([C:14]([O:16][CH2:17][CH3:18])=[O:15])[CH2:19][O:20]1. Procedure details: 500 mg of p-toluenesulfonic acid were added to 10.7 g of ethyl (R)-2,3-dihydroxy-2-methylpropionate, dissolved in 35 ml of dry, freshly distilled 2,2-dimethoxypropane, and the mixture was stirred at room temperature overnight. The excess dimethoxypropane was removed at 45°/12 mmHg and the residue was vigorously stirred for 30 minutes with 5 ml of 1-N sodium bicarbonate. Then, 150 ml of ether were added thereto and the aqueous phase was separated. The ether solution was washed with saturated brin... The reactants are ClC=1SC2=C(N1)C=CC=C2 (2-Chloro-benzothiazole), C(C)N(C1=CC=C(C=C1)N)CC (N,N-Diethyl-p-phenylenediamine). Product: S1C(=NC2=C1C=CC=C2)NC2=CC=C(C=C2)N(CC)CC (N-Benzothiazol-2-yl-N′,N′-diethyl-benzene-1,4-diamine). As a reaction SMILES: Cl[C:2]1[S:3][C:4]2[CH:10]=[CH:9][CH:8]=[CH:7][C:5]=2[N:6]=1.[CH2:11]([N:13]([CH2:21][CH3:22])[C:14]1[CH:19]=[CH:18][C:17]([NH2:20])=[CH:16][CH:15]=1)[CH3:12]>>[S:3]1[C:4]2[CH:10]=[CH:9][CH:8]=[CH:7][C:5]=2[N:6]=[C:2]1[NH:20][C:17]1[CH:16]=[CH:15][C:14]([N:13]([CH2:21][CH3:22])[CH2:11][CH3:12])=[CH:19][CH:18]=1. Procedure details: The title compound was synthesised from 2-Chloro-benzothiazole (commercially available) and N,N-Diethyl-p-phenylenediamine (commercially available) according to the procedure described for Example 1a) above. MS (m/e): 298.2 (MH+, 100%).